From a dataset of the Open Reaction Database (ORD), a public repository of structured organic reaction records. describe an organic reaction: reactants, conditions, products, and yield Starting materials: CC1=NNC=C1B1OC(C(O1)(C)C)(C)C (3-methyl-4-(4,4,5,5-tetramethyl-1,3,2-dioxaborolan-2-yl)-1H-pyrazole), BrC=1N=C(SC1)OC1=NC(=CC=C1)C (2-(4-bromothiazol-2-yloxy)-6-methylpyridine), CC1=NNC=C1B1OC(C(O1)(C)C)(C)C (3-methyl-4-(4,4,5,5-tetramethyl-1,3,2-dioxaborolan-2-yl)-1H-pyrazole), C(C)N(C(C)C)C(C)C (N-ethyl-N-isopropylpropan-2-amine). The reagents and catalysts are C1=CC=C(C=C1)P([C-]2C=CC=C2)C3=CC=CC=C3.C1=CC=C(C=C1)P([C-]2C=CC=C2)C3=CC=CC=C3.Cl[Pd]Cl.[Fe+2] (PdCl2(dppf)), [Pd] (Pd). Run in O1CCOCC1.O (dioxane water). Reaction conditions: temperature 120 celsius, time 1 hour. Product: CC1=NNC=C1C=1N=C(SC1)OC1=NC(=CC=C1)C (4-(3-methyl-1H-pyrazol-4-yl)-2-(6-methylpyridin-2-yloxy)thiazole). The yield is 25.7%. RXN SMILES: Br[C:2]1[N:3]=[C:4]([O:7][C:8]2[CH:13]=[CH:12][CH:11]=[C:10]([CH3:14])[N:9]=2)[S:5][CH:6]=1.[CH3:15][C:16]1[C:20](B2OC(C)(C)C(C)(C)O2)=[CH:19][NH:18][N:17]=1.C(N(C(C)C)C(C)C)C>O1CCOCC1.O.[Pd].C1C=CC(P(C2C=CC=CC=2)[C-]2C=CC=C2)=CC=1.C1C=CC(P(C2C=CC=CC=2)[C-]2C=CC=C2)=CC=1.Cl[Pd]Cl.[Fe+2]>[CH3:15][C:16]1[C:20]([C:2]2[N:3]=[C:4]([O:7][C:8]3[CH:13]=[CH:12][CH:11]=[C:10]([CH3:14])[N:9]=3)[S:5][CH:6]=2)=[CH:19][NH:18][N:17]=1 |f:3.4,6.7.8.9|. Procedure details: According to Scheme 4: A mixture of 2-(4-bromothiazol-2-yloxy)-6-methylpyridine (0.37 mmol, 100 mg), 3-methyl-4-(4,4,5,5-tetramethyl-1,3,2-dioxaborolan-2-yl)-1H-pyrazole (0.44 mmol, 92 mg), Pd (dppf) (37 μmol, 30 mg) and N-ethyl-N-isopropylpropan-2-amine (0.74 mmol, 0.13 mL) in dioxane/water (1:1, 2.5 mL) was stirred at 120° C. for 1 hour under microwave conditions. To complete the reaction, PdCl2(dppf) (37 μmol, 30 mg) and 3-methyl-4-(4,4,5,5-tetramethyl-1,3,2-dioxaborolan-2-yl)-1H-pyrazole (0.... Reactants: CC1=C(C=CC=C1)N1CCN(CC1)CC1=CC(=C(C=C1)O)[N+](=O)[O-] (4-[4-(Methylphenyl)-piperazin-1-ylmethyl]-2-nitro-phenol), [H][H] (hydrogen), ClCC(=O)Cl (Chloroacetyl chloride), C([O-])(O)=O.[Na+] (sodium bicarbonate). Reagents/catalysts: [Ni] (Raney nickel). Run in C1CCOC1 (THF). The product is C1(=CC=C(C=C1)N1CCN(CC1)CC=1C=CC2=C(NC(CO2)=O)C1)C (6-(4-p-tolyl-piperazin-1-ylmethyl)-4 H-benzo[1,4]oxazin-3-one). Yield: 15.4%. RXN SMILES: C[C:2]1[CH:7]=[CH:6][CH:5]=[CH:4][C:3]=1[N:8]1[CH2:13][CH2:12][N:11]([CH2:14][C:15]2[CH:20]=[CH:19][C:18]([OH:21])=[C:17]([N+:22]([O-])=O)[CH:16]=2)[CH2:10][CH2:9]1.[H][H].Cl[CH2:28][C:29](Cl)=[O:30].[C:32](=O)(O)[O-].[Na+]>[Ni].C1COCC1>[C:6]1([CH3:32])[CH:5]=[CH:4][C:3]([N:8]2[CH2:9][CH2:10][N:11]([CH2:14][C:15]3[CH:20]=[CH:19][C:18]4[O:21][CH2:28][C:29](=[O:30])[NH:22][C:17]=4[CH:16]=3)[CH2:12][CH2:13]2)=[CH:2][CH:7]=1 |f:3.4|. Procedure: 4-[4-(Methylphenyl)-piperazin-1-ylmethyl]-2-nitro-phenol (1.7 g, 5.2 mmol) is reduced with Raney nickel in 20 mL of THF under hydrogen. When the theoretical amount of hydrogen is taken up, the catalyst is removed by filtration. The THF is evaporated, and the residue is taken up in 50 mL of chloroform. Chloroacetyl chloride (0.65 g, 5.7 mmol) and sodium bicarbonate (1.6 g, 19.1 mmol) are added, and the mixture is stirred at room temperature for one-half hour, then extracted with water (3×50 mL) a... Starting materials: NC1=C2N=C(N(C2=NC(=N1)S)CC1=CC=CC=C1)O (6-amino-9-benzyl-8-hydroxy-2-mercaptopurine), C([O-])([O-])=O.[K+].[K+] (potassium carbonate), ClCCCC#N (4-chlorobutyronitrile). Solvent: CN(C=O)C (dimethylformamide). Reaction conditions: time 3 hour. Yields the product NC1=C2N=C(N(C2=NC(=N1)SCCCC#N)CC1=CC=CC=C1)O (6-Amino-9-benzyl-2-(3-cyanopropyl)thio-8-hydroxypurine). Yield: 37.9%. As a reaction SMILES: [NH2:1][C:2]1[N:10]=[C:9]([SH:11])[N:8]=[C:7]2[C:3]=1[N:4]=[C:5]([OH:19])[N:6]2[CH2:12][C:13]1[CH:18]=[CH:17][CH:16]=[CH:15][CH:14]=1.C(=O)([O-])[O-].[K+].[K+].Cl[CH2:27][CH2:28][CH2:29][C:30]#[N:31]>CN(C)C=O>[NH2:1][C:2]1[N:10]=[C:9]([S:11][CH2:27][CH2:28][CH2:29][C:30]#[N:31])[N:8]=[C:7]2[C:3]=1[N:4]=[C:5]([OH:19])[N:6]2[CH2:12][C:13]1[CH:18]=[CH:17][CH:16]=[CH:15][CH:14]=1 |f:1.2.3|. Reported procedure: Crude 6-amino-9-benzyl-8-hydroxy-2-mercaptopurine (150 mg, 0.55 mmol) was suspended in dimethylformamide (10 ml). To the suspension were added potassium carbonate (202 mg, 1.46 mmol) and 4-chlorobutyronitrile (152 mg, 1.46 mmol) in order. The mixture was stirred at room temperature for 3 hours. The solvent was removed in vacuo, and to the residue was added water. The mixture was extracted with chloroform and the organic layer was dried on sodium sulfate. After removal of the solvent in vacuo, th... Reactants: CCCCCC, ClP(Cl)Cl, Clc1ccccc1, CNc1cc(C(F)(F)F)cc(C(F)(F)F)c1, O=C(O)c1cc(Cl)ccc1O. Yields the product CN(C(=O)c1cc(Cl)ccc1O)c1cc(C(F)(F)F)cc(C(F)(F)F)c1. Reaction SMILES: [CH3:39][CH2:40][CH2:41][CH2:42][CH2:43][CH3:44].[Cl:28][P:29]([Cl:30])[Cl:31].[Cl:32][c:33]1[cH:34][cH:35][cH:36][cH:37][cH:38]1.[F:12][C:13]([c:14]1[cH:15][c:16]([NH:17][CH3:18])[cH:19][c:20]([C:22]([F:23])([F:24])[F:25])[cH:21]1)([F:26])[F:27].[OH:1][C:2](=[O:3])[c:4]1[cH:5][c:6]([Cl:7])[cH:8][cH:9][c:10]1[OH:11]>>[C:2](=[O:3])([c:4]1[cH:5][c:6]([Cl:7])[cH:8][cH:9][c:10]1[OH:11])[N:17]([c:16]1[cH:15][c:14]([C:13]([F:12])([F:26])[F:27])[cH:21][c:20]([C:22]([F:23])([F:24])[F:25])[cH:19]1)[CH3:18]. Starting materials: FC(C(=O)OC(C(F)(F)F)=O)(F)F (trifluoroacetic anhydride), C(C1=CC=CC=C1)OC=1C=2N(C=CC1)C(=C(N2)C)CC(=O)N (8-benzyloxy-2-methyl-imidazo[1,2-a]pyridine-3-acetamide), ice water. Run in O1CCOCC1 (dioxane), O1CCOCC1 (dioxane). Reaction conditions: time 30 minute. The product is C(C1=CC=CC=C1)OC=1C=2N(C=CC1)C(=C(N2)C)CC#N (8-Benzyloxy-3-cyanomethyl-2-methyl-imidazo[1,2-a]pyridine). RXN SMILES: [CH2:1]([O:8][C:9]1[C:10]2[N:11]([C:15]([CH2:19][C:20]([NH2:22])=O)=[C:16]([CH3:18])[N:17]=2)[CH:12]=[CH:13][CH:14]=1)[C:2]1[CH:7]=[CH:6][CH:5]=[CH:4][CH:3]=1.FC(F)(F)C(OC(=O)C(F)(F)F)=O>O1CCOCC1>[CH2:1]([O:8][C:9]1[C:10]2[N:11]([C:15]([CH2:19][C:20]#[N:22])=[C:16]([CH3:18])[N:17]=2)[CH:12]=[CH:13][CH:14]=1)[C:2]1[CH:3]=[CH:4][CH:5]=[CH:6][CH:7]=1. Procedure: A suspension of 8-benzyloxy-2-methyl-imidazo[1,2-a]pyridine-3-acetamide (3 g) in dioxane was cooled to 5°-10° C. To the suspension there was added over a period of 5 minutes a solution of trifluoroacetic anhydride (6 g) in dioxane. The mixture was maintained cool and stirred for 30 minutes. Thereafter the mixture was allowed to warm to room temperature and was stirred for a further four hours. The mixture was thendiluted with ice water and the precipitate was filtered. After recrystallization fr...